Dataset: the Open Reaction Database (ORD), a public repository of structured organic reaction records. Task: describe an organic reaction: reactants, conditions, products, and yield Reactants: OC(CCCCC(=O)OC)C (methyl 6-hydroxyheptanoate), C1(=C(C=CC=C1)N)N (phenylenediamine), C(O)([O-])=O.[Na+] (sodium hydrogencarbonate), [OH-].[Na+] (sodium hydroxide). Solvent: Cl (hydrochloric acid), O (water). The product is OC(CCCCCC1=NC2=C(N1)C=CC=C2)C (2-(6-hydroxyheptyl)-1H-benzimidazole). Isolated yield 70.0%. RXN SMILES: O[CH:2]([CH3:11])[CH2:3][CH2:4][CH2:5][CH2:6][C:7]([O:9]C)=O.[C:12]1([NH2:19])[CH:17]=[CH:16][CH:15]=[CH:14][C:13]=1[NH2:18].[OH-].[Na+].[C:22](=O)([O-])O.[Na+]>Cl.O>[OH:9][CH:7]([CH3:22])[CH2:6][CH2:5][CH2:4][CH2:3][CH2:2][C:11]1[NH:19][C:12]2[CH:17]=[CH:16][CH:15]=[CH:14][C:13]=2[N:18]=1 |f:2.3,4.5|. Procedure details: 3.28 g of methyl 6-hydroxyheptanoate and 2.16 g of phenylenediamine were dissolved in a mixed solvent of 10 ml of concentrated hydrochloric acid and 20 ml of water, and the mixture was refluxed with stirring under heating for 24 hours. After cooling to room temperature, the reaction mixture was adjusted to pH 8 with about 100 ml of 1 N sodium hydroxide solution and saturated aqueous sodium hydrogencarbonate. The reaction mixture was extracted three times with 150 ml of ethyl acetate, and the org...